From a dataset of the Open Reaction Database (ORD), a public repository of structured organic reaction records. describe an organic reaction: reactants, conditions, products, and yield Starting materials: ClC=1C=C(C=CC1F)NC1=NC=NC2=CC(=C(C=C12)N)OCCOC (N4-(3-chloro-4-fluorophenyl)-7-(2-methoxy)ethoxyquinazoline-4,6-diamine), ClC1=NC=NC2=CC(=C(C=C12)[N+](=O)[O-])OC (4-chloro-7-methoxy-6-nitro-quinazoline), ClC1=C(C=C(N)C=C1)C(F)(F)F (4-chloro-3-(trifluoromethyl) aniline). Product: ClC1=C(C=C(C=C1)NC1=NC=NC2=CC(=C(C=C12)N)OC)C(F)(F)F (N4-(4-chloro-3-(trifluoromethyl)phenyl)-7-methoxyquinazoline-4,6-diamine). As a reaction SMILES: ClC1C=C(NC2C3C(=CC(OCCOC)=C(N)C=3)N=CN=2)C=CC=1F.Cl[C:27]1[C:36]2[C:31](=[CH:32][C:33]([O:40][CH3:41])=[C:34]([N+:37]([O-])=O)[CH:35]=2)[N:30]=[CH:29][N:28]=1.[Cl:42][C:43]1[CH:49]=[CH:48][C:46]([NH2:47])=[CH:45][C:44]=1[C:50]([F:53])([F:52])[F:51]>>[Cl:42][C:43]1[CH:49]=[CH:48][C:46]([NH:47][C:27]2[C:36]3[C:31](=[CH:32][C:33]([O:40][CH3:41])=[C:34]([NH2:37])[CH:35]=3)[N:30]=[CH:29][N:28]=2)=[CH:45][C:44]=1[C:50]([F:51])([F:52])[F:53]. Procedure details: Starting material: N4-(4-chloro-3-(trifluoromethyl)phenyl)-7-methoxyquinazoline-4,6-diamine was prepared according to the same method of preparation of N4-(3-chloro-4-fluorophenyl)-7-(2-methoxy)ethoxyquinazoline-4,6-diamine in WO2008/33747, but the starting materials were 4-chloro-7-methoxy-6-nitro-quinazoline and 4-chloro-3-(trifluoromethyl) aniline; other starting materials were prepared as example 1. The reactants are ClC1=NC(=CC(N1C)=NC1=C(C=C(C=C1C)C)C)C1=CC(=C(C=C1)OC)OC (2-chloro-3,4-dihydro-6-(3,4-dimethoxyphenyl)-3-methyl-4-(2,4,6-trimethylphenylimino)pyrimidine), C(=O)NN (formylhydrazine). Run in C(Cl)(Cl)Cl (chloroform). The product is COC=1C=C(C=CC1OC)C1=CC(N(C(=N1)NNC=O)C)=NC1=C(C=C(C=C1C)C)C (3,4-dihydro-6-(3,4-dimethoxyphenyl)-2-(2-formylhydrazino)-3-methyl-4-(2,4,6-trimethylphenylimino)pyrimidine). Yield: 26.4%. Reaction SMILES: Cl[C:2]1[N:7]([CH3:8])[C:6](=[N:9][C:10]2[C:15]([CH3:16])=[CH:14][C:13]([CH3:17])=[CH:12][C:11]=2[CH3:18])[CH:5]=[C:4]([C:19]2[CH:24]=[CH:23][C:22]([O:25][CH3:26])=[C:21]([O:27][CH3:28])[CH:20]=2)[N:3]=1.[CH:29]([NH:31][NH2:32])=[O:30]>C(Cl)(Cl)Cl>[CH3:28][O:27][C:21]1[CH:20]=[C:19]([C:4]2[N:3]=[C:2]([NH:32][NH:31][CH:29]=[O:30])[N:7]([CH3:8])[C:6](=[N:9][C:10]3[C:15]([CH3:16])=[CH:14][C:13]([CH3:17])=[CH:12][C:11]=3[CH3:18])[CH:5]=2)[CH:24]=[CH:23][C:22]=1[O:25][CH3:26]. Procedure: To a suspension of 2-chloro-3,4-dihydro-6-(3,4-dimethoxyphenyl)-3-methyl-4-(2,4,6-trimethylphenylimino)pyrimidine (3.0 g) in chloroform (15 ml) was added formylhydrazine (1.36 g). The mixture was refluxed for 6 hours and cooled to ambient temperature. The resulting precipitates were filtered off and the filtrate was evaporated in vacuo. The residue was chromatographed on silica gel using chloroform to give 3,4-dihydro-6-(3,4-dimethoxyphenyl)-2-(2-formylhydrazino)-3-methyl-4-(2,4,6-trimethylpheny... Starting materials: CC(Br)c1ccccc1F, CC(Br)Br, C[SiH](C)C, [Cl-], Clc1cc(Cl)ncn1, C1CCOC1, O, [Zn]. Reaction SMILES: [Br:10][CH:11]([CH3:12])[c:13]1[c:14]([F:19])[cH:15][cH:16][cH:17][cH:18]1.[Br:1][CH:2]([Br:3])[CH3:4].[CH3:6][SiH:7]([CH3:8])[CH3:9].[Cl-:5].[Cl:20][c:21]1[n:22][cH:23][n:24][c:25]([Cl:27])[cH:26]1.[O:28]1[CH2:29][CH2:30][CH2:31][CH2:32]1.[OH2:34].[Zn:33]>>[CH:11]([CH3:12])([c:13]1[c:14]([F:19])[cH:15][cH:16][cH:17][cH:18]1)[c:25]1[n:24][cH:23][n:22][c:21]([Cl:20])[cH:26]1. Product: CC(c1cc(Cl)ncn1)c1ccccc1F. Product: Cc1cccc(Cl)c1C(=O)NC(Cc1ccc(-c2cccn(C)c2=O)cc1)C(=O)O. RXN SMILES: [CH3:1][O:2][C:3]([CH:4]([NH:5][C:6](=[O:7])[c:8]1[c:9]([Cl:15])[cH:10][cH:11][cH:12][c:13]1[CH3:14])[CH2:16][c:17]1[cH:18][cH:19][c:20](-[c:23]2[c:24](=[O:30])[n:25]([CH3:29])[cH:26][cH:27][cH:28]2)[cH:21][cH:22]1)=[O:31].[CH3:32][CH2:33][OH:34].[Na+:36].[OH-:35]>>[O:2]=[C:3]([CH:4]([NH:5][C:6](=[O:7])[c:8]1[c:9]([Cl:15])[cH:10][cH:11][cH:12][c:13]1[CH3:14])[CH2:16][c:17]1[cH:18][cH:19][c:20](-[c:23]2[c:24](=[O:30])[n:25]([CH3:29])[cH:26][cH:27][cH:28]2)[cH:21][cH:22]1)[OH:31]. The reactants are COC(=O)C(Cc1ccc(-c2cccn(C)c2=O)cc1)NC(=O)c1c(C)cccc1Cl, CCO, [Na+], [OH-]. Reactants: C(C)(=O)Cl (acetyl chloride), C(#N)C=1N=C2C(=NC1C(=O)N)C=1C=CC=CC1C2=NO (2-cyano-9-[hydroxyimino]-9H-indeno[1,2-b]pyrazine-3-carboxylic acid amide), O (Water). Run in N1=CC=CC=C1 (pyridine). Reaction conditions: time 16 hour. The product is C(#N)C=1N=C2C(=NC1C(=O)N)C=1C=CC=CC1C2=NOC(C)=O (2-cyano-9-acetoxyimino-9H-indeno[1,2-b]pyrazine-3-carboxylic acid amide). Isolated yield 21.7%. RXN SMILES: [C:1]([C:3]1[N:4]=[C:5]2[C:18](=[N:19][OH:20])[C:17]3[CH:16]=[CH:15][CH:14]=[CH:13][C:12]=3[C:6]2=[N:7][C:8]=1[C:9]([NH2:11])=[O:10])#[N:2].[C:21](Cl)(=[O:23])[CH3:22].O>N1C=CC=CC=1>[C:1]([C:3]1[N:4]=[C:5]2[C:18](=[N:19][O:20][C:21](=[O:23])[CH3:22])[C:17]3[CH:16]=[CH:15][CH:14]=[CH:13][C:12]=3[C:6]2=[N:7][C:8]=1[C:9]([NH2:11])=[O:10])#[N:2]. Procedure details: To a solution of 33 (1.0 g, 3.77 mmol) in dry pyridine (30 ml) cooled at 0° C., acetyl chloride (0.8 ml, 11.3 mmol) was added dropwise and the mixture was stirred 16 h at room temperature. Water (40 ml) was added and the precipitate was collected by filtration. The crude was purified by flash chromatography (CH2Cl2/acetone/MeOH 8:2:0.5) and triturated with Et2O/CH2Cl2/MeOH, affording 35 (251 mg, 21%) as yellow solid as single isomer. 1H NMR (300 MHz, DMSO d6): δ 8.12 (d, 1H), 7.91 (m, 2H), 7.77 ... Reactants: ClC1=NC=NC(=C1Cl)CC (4,5-dichloro-6-ethyl-pyrimidine), O1CCCC1 (tetrahydrofuran), [H-].[Na+] (sodium hydride), O[C@@H]1CO[C@@H](OC1)C1=CC=CC=C1 (cis-5-hydroxy-2-phenyl-1,3-dioxane), CO (methanol). Run at time 8 hour. The product is ClC=1C(=NC=NC1CC)O[C@@H]1OC[C@@H](OC1)C1=CC=CC=C1 (5-Chloro-6-ethyl-4-(cis-2-phenyl-dioxan-5-yloxy)-pyrimidine). As a reaction SMILES: [OH:1][C@H:2]1[CH2:7][O:6][C@@H:5]([C:8]2[CH:13]=[CH:12][CH:11]=[CH:10][CH:9]=2)OC1.ClC1[C:20]([Cl:21])=[C:19]([CH2:22][CH3:23])[N:18]=[CH:17][N:16]=1.O1CCC[CH2:25]1.[H-].[Na+].[CH3:31][OH:32]>>[Cl:21][C:20]1[C:31]([O:32][C@H:2]2[CH2:7][O:6][C@@H:5]([C:8]3[CH:9]=[CH:10][CH:11]=[CH:12][CH:13]=3)[CH2:25][O:1]2)=[N:16][CH:17]=[N:18][C:19]=1[CH2:22][CH3:23] |f:3.4|. Reported procedure: 1.8 g (10 mmol) of cis-5-hydroxy-2-phenyl-1,3-dioxane (E. Juaristi, S. Antunez, Tetrahedron 48, 5941 (1992), incorporated herein by reference) and 1.8 g of 4,5-dichloro-6-ethyl-pyrimidine were initially introduced into 15 ml of dry tetrahydrofuran, and 0.4 g (12 mmol) of sodium hydride (80% in mineral oil) was added in portions at room temperature. The mixture was subsequently stirred at room temperature for 8 hours, 2 ml of methanol were added dropwise and the mixture was concentrated. The resi...